This data is from the Open Reaction Database (ORD), a public repository of structured organic reaction records. The task is: describe an organic reaction: reactants, conditions, products, and yield The reactants are ClC(=O)OC1=CC=CC=C1 (Phenyl chloroformate), C(C)(C)(C)OC(N(C)CC1=C(C=CC(=C1)N)SC(C)C)=O (tert-Butyl-(5-amino-2-(isopropylthio)benzyl)(methyl)carbamate), N1=CC=CC=C1 (pyridine). Solvent: C(Cl)Cl (DCM), O (water). Reaction conditions: time 1 hour. Product: C1(=CC=CC=C1)OC(NC1=CC(=C(C=C1)SC(C)C)CN(C)C(=O)OC(C)(C)C)=O ({3-[(tert-Butoxycarbonyl-methyl-amino)-methyl]-4-isopropylsulfanyl-phenyl}-carbamic acid phenyl ester). Isolated yield 91.3%. RXN SMILES: Cl[C:2]([O:4][C:5]1[CH:10]=[CH:9][CH:8]=[CH:7][CH:6]=1)=[O:3].[C:11]([O:15][C:16](=[O:31])[N:17]([CH2:19][C:20]1[CH:25]=[C:24]([NH2:26])[CH:23]=[CH:22][C:21]=1[S:27][CH:28]([CH3:30])[CH3:29])[CH3:18])([CH3:14])([CH3:13])[CH3:12].N1C=CC=CC=1>C(Cl)Cl.O>[C:5]1([O:4][C:2](=[O:3])[NH:26][C:24]2[CH:23]=[CH:22][C:21]([S:27][CH:28]([CH3:30])[CH3:29])=[C:20]([CH2:19][N:17]([C:16]([O:15][C:11]([CH3:13])([CH3:12])[CH3:14])=[O:31])[CH3:18])[CH:25]=2)[CH:10]=[CH:9][CH:8]=[CH:7][CH:6]=1. Procedure details: Phenyl chloroformate (0.204 mL, 1.62 mmol) was added dropwise to a solution of 16E (0.48 g, 1.55 mmol) in pyridine (0.193 mL, 2.38 mmol) and DCM (3.5 mL) at 0° C. The reaction mixture was stirred at rt for 1 h. The reaction mixture was diluted with water and extracted with DCM (2×). The combined organic layers were dried (MgSO4) and concentrated in vacuo. The residue was purified by silica gel chromatography (gradient from 0 to 50% ethyl acetate in hexanes) to give 16F (0.609 g, 91%) as a white ...